From a dataset of the Open Reaction Database (ORD), a public repository of structured organic reaction records. describe an organic reaction: reactants, conditions, products, and yield Reactants: COC(COC=1C2=C(N=CN1)N(C(=C2)CC)CC2=CC(=CC=C2)C(F)(F)F)=O ([[6-ethyl-7-[[3-(trifluoromethyl)phenyl]methyl]-7H-pyrrolo[2,3-d]pyrimidin-4-yl]oxy]acetic acid methyl ester), C(C(=O)Cl)(=O)Cl (oxalyl chloride), N1=CC=CC=C1 (pyridine), C(C(=O)Cl)(=O)Cl (oxalyl chloride), N1=CC=CC=C1 (pyridine). The solvent is C(Cl)(Cl)Cl (chloroform). Run at time 48 hour. Product: COC(COC=1C2=C(N=CN1)N(C(=C2C(C(=O)N)=O)CC)CC2=CC(=CC=C2)C(F)(F)F)=O ([[5-(aminooxoacetyl)-6-ethyl-7-[[3-(trifluoromethyl)phenyl]-methyl]-7H-pyrrolo[2,3-d]pyrimidin-4-yl]oxy]acetic acid methyl ester). Yield: 53.0%. RXN SMILES: [CH3:1][O:2][C:3](=[O:28])[CH2:4][O:5][C:6]1[C:7]2[CH:14]=[C:13]([CH2:15][CH3:16])[N:12]([CH2:17][C:18]3[CH:23]=[CH:22][CH:21]=[C:20]([C:24]([F:27])([F:26])[F:25])[CH:19]=3)[C:8]=2[N:9]=[CH:10][N:11]=1.[C:29](Cl)(=[O:33])[C:30](Cl)=[O:31].[N:35]1C=CC=CC=1>C(Cl)(Cl)Cl>[CH3:1][O:2][C:3](=[O:28])[CH2:4][O:5][C:6]1[C:7]2[C:14]([C:29](=[O:33])[C:30]([NH2:35])=[O:31])=[C:13]([CH2:15][CH3:16])[N:12]([CH2:17][C:18]3[CH:23]=[CH:22][CH:21]=[C:20]([C:24]([F:26])([F:25])[F:27])[CH:19]=3)[C:8]=2[N:9]=[CH:10][N:11]=1. Procedure details: To a suspension of 115 mg (0.29 mmol) of [[6-ethyl-7-[[3-(trifluoromethyl)phenyl]methyl]-7H-pyrrolo[2,3-d]pyrimidin-4-yl]oxy]acetic acid methyl ester in 3 mL of chloroform was added 0.102 mL of oxalyl chloride followed by 0.094 mL of pyridine. The reaction was stirred for 48 hours at ambient temperature then an additional 0.100 mL of oxalyl chloride and 0.100 mL of pyridine was added. This mixture was stirred and additional 4 days then quenched into solution prepared from 4 mL of water and 2 mL ... Procedure: To a solution of allyl (5R,6S)-3-[(E)-2-{(2S)-1-allyloxycarbonylpyrrolidin-2-yl}-1-methylethenyl]-6-[(1R)-1-hydroxyethyl]-7-oxo-1-azabicyclo[3.2.0]hept-2-ene-2-carboxylate (2.82 g) in a mixture of tetrahydrofuran (28 ml) and ethanol (14 ml) were added successively triphenylphosphine (0.51 g), 5,5-dimethyl-1,3-cyclohexanedione (dimedone) (1.79 g), and tetrakis(triphenylphosphine)palladium (0) (220 mg). Stirring at ambient temperature for 1 hour gave a precipitate, which was collected by filtratio... Run at time 1 hour. The solvent is O1CCCC1 (tetrahydrofuran), C(C)O (ethanol). Product: O[C@H](C)[C@@H]1[C@H]2CC(=C(N2C1=O)C(=O)O)\C(=C\[C@H]1NCCC1)\C ((5R,6S)-6-[(1R)-1-hydroxyethyl]-7-oxo-3- [(E)-2-{(2S)-pyrrolidin-2-yl}-1-methylethenyl]-1-azabicyclo[3.2.0]hept-2-ene-2-carboxylic acid). Reagents/catalysts: C=1C=CC(=CC1)[P](C=2C=CC=CC2)(C=3C=CC=CC3)[Pd]([P](C=4C=CC=CC4)(C=5C=CC=CC5)C=6C=CC=CC6)([P](C=7C=CC=CC7)(C=8C=CC=CC8)C=9C=CC=CC9)[P](C=1C=CC=CC1)(C=1C=CC=CC1)C=1C=CC=CC1 (tetrakis(triphenylphosphine)palladium). Reactants: C(C=C)OC(=O)N1[C@@H](CCC1)/C=C(\C)/C1=C(N2C([C@@H]([C@H]2C1)[C@@H](C)O)=O)C(=O)OCC=C (allyl (5R,6S)-3-[(E)-2-{(2S)-1-allyloxycarbonylpyrrolidin-2-yl}-1-methylethenyl]-6-[(1R)-1-hydroxyethyl]-7-oxo-1-azabicyclo[3.2.0]hept-2-ene-2-carboxylate), C1(=CC=CC=C1)P(C1=CC=CC=C1)C1=CC=CC=C1 (triphenylphosphine), CC1(CC(CC(C1)=O)=O)C (5,5-dimethyl-1,3-cyclohexanedione). The yield is 75.7%. As a reaction SMILES: C(OC([N:7]1[CH2:11][CH2:10][CH2:9][C@H:8]1/[CH:12]=[C:13](/[C:15]1[CH2:21][C@H:20]2[N:17]([C:18](=[O:25])[C@@H:19]2[C@H:22]([OH:24])[CH3:23])[C:16]=1[C:26]([O:28]CC=C)=[O:27])\[CH3:14])=O)C=C.C1(P(C2C=CC=CC=2)C2C=CC=CC=2)C=CC=CC=1.CC1(C)CC(=O)CC(=O)C1>O1CCCC1.C(O)C.C1C=CC([P]([Pd]([P](C2C=CC=CC=2)(C2C=CC=CC=2)C2C=CC=CC=2)([P](C2C=CC=CC=2)(C2C=CC=CC=2)C2C=CC=CC=2)[P](C2C=CC=CC=2)(C2C=CC=CC=2)C2C=CC=CC=2)(C2C=CC=CC=2)C2C=CC=CC=2)=CC=1>[OH:24][C@@H:22]([C@H:19]1[C:18](=[O:25])[N:17]2[C@@H:20]1[CH2:21][C:15](/[C:13](/[CH3:14])=[CH:12]/[C@@H:8]1[CH2:9][CH2:10][CH2:11][NH:7]1)=[C:16]2[C:26]([OH:28])=[O:27])[CH3:23] |^1:72,74,93,112|.